This data is from the Open Reaction Database (ORD), a public repository of structured organic reaction records. The task is: describe an organic reaction: reactants, conditions, products, and yield The reactants are O.O.O.C(CCC(=O)[O-])(=O)[O-].[Ca+2] (calcium succinate trihydrate), [OH-].[Ca+2].[OH-] (calcium hydroxide). Yields the product O.C(CCC(=O)[O-])(=O)[O-].[Ca+2] (calcium succinate monohydrate). As a reaction SMILES: O.O.O.[C:4]([O-:11])(=[O:10])[CH2:5][CH2:6][C:7]([O-:9])=[O:8].[Ca+2:12].[OH-].[Ca+2].[OH-]>>[OH2:8].[C:4]([O-:11])(=[O:10])[CH2:5][CH2:6][C:7]([O-:9])=[O:8].[Ca+2:12] |f:0.1.2.3.4,5.6.7,8.9.10|. Reported procedure: A method is described with the following steps: the crystallization fermentation step for manufacturing calcium succinate trihydrate using the strain Corynebacterium glutamicum MJ233/Δldh and neutralizing with calcium hydroxide, the transition step for producing calcium succinate monohydrate by heating the culture solution, the crystal separation step for separating crystals from the reaction solution, the salt substitution step for substituting the calcium salt with the ammonium salt, and the s... Reactants: CC(=O)O, [Cu+2], O, O=S(=O)([O-])[O-], [Zn], Cc1ccc(SC(C)(C#N)c2cccc(Oc3ccccc3)c2)cc1. Product: CC(C#N)c1cccc(Oc2ccccc2)c1. RXN SMILES: [CH3:27][C:28](=[O:29])[OH:30].[Cu+2:37].[OH2:26].[S:32]([O-:33])([O-:34])(=[O:35])=[O:36].[Zn:31].[c:1]1([CH3:2])[cH:3][cH:4][c:5]([S:6][C:8]([C:9]#[N:10])([CH3:11])[c:12]2[cH:13][c:14]([O:18][c:19]3[cH:20][cH:21][cH:22][cH:23][cH:24]3)[cH:15][cH:16][cH:17]2)[cH:7][cH:25]1>>[CH:8]([C:9]#[N:10])([CH3:11])[c:12]1[cH:13][c:14]([O:18][c:19]2[cH:20][cH:21][cH:22][cH:23][cH:24]2)[cH:15][cH:16][cH:17]1. Starting materials: C(C=C)N1CCN(CC1)CCCO (3-(4-Allyl-piperazin-1-yl)-1-hydroxy-propane), C1=CC=CC=2OC3=CC=CC=C3C(C12)C(=O)Cl (xanthene-9-carbonyl chloride). Product: Cl.Cl.C(C=C)N1CCN(CC1)CCCOC(=O)C1C2=CC=CC=C2OC=2C=CC=CC12 (3-(4-Allyl-piperazin-1-yl)-1-(xanthene-9-carbonyloxy)-propane dihydrochloride). The yield is 76.0%. As a reaction SMILES: [CH2:1]([N:4]1[CH2:9][CH2:8][N:7]([CH2:10][CH2:11][CH2:12][OH:13])[CH2:6][CH2:5]1)[CH:2]=[CH2:3].[CH:14]1[C:27]2[CH:26]([C:28]([Cl:30])=[O:29])[C:25]3[C:20](=[CH:21][CH:22]=[CH:23][CH:24]=3)[O:19][C:18]=2[CH:17]=[CH:16][CH:15]=1>>[ClH:30].[ClH:30].[CH2:1]([N:4]1[CH2:9][CH2:8][N:7]([CH2:10][CH2:11][CH2:12][O:13][C:28]([CH:26]2[C:27]3[CH:14]=[CH:15][CH:16]=[CH:17][C:18]=3[O:19][C:20]3[C:25]2=[CH:24][CH:23]=[CH:22][CH:21]=3)=[O:29])[CH2:6][CH2:5]1)[CH:2]=[CH2:3] |f:2.3.4|. Reported procedure: 3-(4-Allyl-piperazin-1-yl)-1-hydroxy-propane, prepared as described in Example 2, Step A, is reacted with xanthene-9-carbonyl chloride as described in Example 1, Step B. 3-(4-Allyl-piperazin-1-yl)-1-(xanthene-9-carbonyloxy)-propane dihydrochloride is obtained with a yield of 76%; m.p.: 209°-211° C.